From a dataset of the Open Reaction Database (ORD), a public repository of structured organic reaction records. describe an organic reaction: reactants, conditions, products, and yield The reactants are BrC=1C(=NC=C(C(=O)NC2=CC=C(C=C2)OC(F)(F)F)C1)N1C[C@@H](CC1)O ((R)-5-bromo-6-(3-hydroxypyrrolidin-1-yl)-N-(4-(trifluoromethoxy)phenyl)nicotinamide), FC1=C(C=NC=C1)B1OC(C(O1)(C)C)(C)C (4-fluoro-3-(4,4,5,5-tetramethyl-1,3,2-dioxaborolan-2-yl)pyridine). RXN SMILES: Br[C:2]1[C:3]([N:22]2[CH2:26][CH2:25][C@@H:24]([OH:27])[CH2:23]2)=[N:4][CH:5]=[C:6]([CH:21]=1)[C:7]([NH:9][C:10]1[CH:15]=[CH:14][C:13]([O:16][C:17]([F:20])([F:19])[F:18])=[CH:12][CH:11]=1)=[O:8].[F:28][C:29]1[CH:34]=[CH:33][N:32]=[CH:31][C:30]=1B1OC(C)(C)C(C)(C)O1>>[F:28][C:29]1[CH:34]=[CH:33][N:32]=[CH:31][C:30]=1[C:2]1[C:3]([N:22]2[CH2:26][CH2:25][C@@H:24]([OH:27])[CH2:23]2)=[N:4][CH:5]=[C:6]([C:7]([NH:9][C:10]2[CH:11]=[CH:12][C:13]([O:16][C:17]([F:18])([F:20])[F:19])=[CH:14][CH:15]=2)=[O:8])[CH:21]=1. Product: FC1=C(C=NC=C1)C=1C(=NC=C(C1)C(=O)NC1=CC=C(C=C1)OC(F)(F)F)N1C[C@@H](CC1)O ((R)-4′-Fluoro-2-(3-hydroxypyrrolidin-1-yl)-N-(4-(trifluoromethoxy)phenyl)-[3,3′-bipyridine]-5-carboxamide). Procedure details: The title compound was prepared in an analogous fashion to that described in Example 7 using (R)-5-bromo-6-(3-hydroxypyrrolidin-1-yl)-N-(4-(trifluoromethoxy)phenyl)nicotinamide (Stage 35.1) and 4-fluoro-3-(4,4,5,5-tetramethyl-1,3,2-dioxaborolan-2-yl)pyridine to afford a solid. UPLC-MS (Condition 3), tR=0.97 min, m/z=463.3 [M+H]+; 1H-NMR (400 MHz, DMSO-d6), δ ppm 1.66-1.76 (m, 1H) 1.77-1.89 (m, 1H) 2.87-2.97 (m, 1H) 3.14-3.21 (m, 1H) 3.30 (s, 2H) 4.14-4.23 (m, 1H) 4.82-4.92 (m, 1H) 7.33 (d, J=8.9...